describe an organic reaction: reactants, conditions, products, and yield From a dataset of the Open Reaction Database (ORD), a public repository of structured organic reaction records. Starting materials: CCOC(C)=O, [Cl-], COCCl, [H-], Nc1cc(O)cc(Br)c1, [NH4+], [Na+], CN(C)C=O, O. Product: COCOc1cc(N)cc(Br)c1. RXN SMILES: [CH3:23][CH2:24][O:25][C:26](=[O:27])[CH3:28].[Cl-:16].[Cl:12][CH2:13][O:14][CH3:15].[H-:10].[NH2:1][c:2]1[cH:3][c:4]([OH:9])[cH:5][c:6]([Br:8])[cH:7]1.[NH4+:17].[Na+:11].[O:18]=[CH:19][N:20]([CH3:21])[CH3:22].[OH2:29]>>[NH2:1][c:2]1[cH:3][c:4]([O:9][CH2:13][O:14][CH3:15])[cH:5][c:6]([Br:8])[cH:7]1. Starting materials: BrC=1C=C(C=CC1F)C(O)C#N (1-(3-bromo-4-fluorophenyl)-1-cyanomethanol), C(C)O (ethanol), Cl (HCl), solution. Solvent: hexanes, CCOCC (ether), C(C)OCC (diethyl ether). Run at time 2 hour. Product: Cl.BrC=1C=C(C=CC1F)C(C(OCC)=N)O (Ethyl 2-(3-Bromo-4-fluorophenyl)-2-hydroxyethanimidoate Hydrochloride). The yield is 62.0%. As a reaction SMILES: [Br:1][C:2]1[CH:3]=[C:4]([CH:9]([C:11]#[N:12])[OH:10])[CH:5]=[CH:6][C:7]=1[F:8].[CH2:13]([OH:15])[CH3:14].[ClH:16]>CCOCC>[ClH:16].[Br:1][C:2]1[CH:3]=[C:4]([CH:9]([OH:10])[C:11](=[NH:12])[O:15][CH2:13][CH3:14])[CH:5]=[CH:6][C:7]=1[F:8] |f:4.5|. Procedure: A solution of 1-(3-bromo-4-fluorophenyl)-1-cyanomethanol (47.5 g, 206 mmol) and ethanol (10.9 g, 237 mmol) in ether is cooled with an ice bath and treated dropwise with HCl (258 mL of a 1.0 M solution in diethyl ether, 258 mmol) over a period of 40 min., stirred at ice-bath temperature for 2 h, stored at 0° C. for 6 days, warmed to room temperature, diluted with hexanes and filtered. The filtercake is dried to afford the title compound as a white solid, 39.8 g (62% yield), identified by NMR and ... Reactants: O=C=NCCCCBr, C=C(CO)COCCCCCCCCCCCCCCCC, CN(C)c1ccncc1, ClC(Cl)Cl. The product is C=C(COCCCCCCCCCCCCCCCC)COC(=O)NCCCCBr. As a reaction SMILES: [Br:23][CH2:24][CH2:25][CH2:26][CH2:27][N:28]=[C:29]=[O:30].[CH2:1]([CH2:2][CH2:3][CH2:4][CH2:5][CH2:6][CH2:7][CH2:8][CH2:9][CH2:10][CH2:11][CH2:12][CH2:13][CH2:14][CH2:15][CH3:16])[O:17][CH2:18][C:19]([CH2:20][OH:21])=[CH2:22].[CH3:31][N:32]([CH3:33])[c:34]1[cH:35][cH:36][n:37][cH:38][cH:39]1.[CH:40]([Cl:41])([Cl:42])[Cl:43]>>[CH2:1]([CH2:2][CH2:3][CH2:4][CH2:5][CH2:6][CH2:7][CH2:8][CH2:9][CH2:10][CH2:11][CH2:12][CH2:13][CH2:14][CH2:15][CH3:16])[O:17][CH2:18][C:19]([CH2:20][O:21][C:29]([NH:28][CH2:27][CH2:26][CH2:25][CH2:24][Br:23])=[O:30])=[CH2:22]. Starting materials: CC1(C(C(CC1)(C)C)O)C (2,2,5,5-Tetramethyl-1-cyclopentanol), S(C)(=O)(=O)O.C(=O)(OC(C)(C)C)NC1(CC1)CO (N-Boc-1-amino-1-hydroxymethylcyclopropane mesylate), [H-].[Na+] (Sodium hydride), solution, C1COCCOCCOCCOCCOCCO1.CCOCC (18-crown-6 ether). The solvent is O1CCCC1 (tetrahydrofuran), O1CCCC1 (tetrahydrofuran), C(C)#N (acetonitrile). Reaction conditions: time 1 hour. Yields the product C(=O)(OC(C)(C)C)NC1(CC1)COC1C(CCC1(C)C)(C)C (N-Boc-O-(2,2,5,5-tetramethyl-1-cyclopentyl)-1-amino-1-hydroxymethylcyclopropane). Reaction SMILES: [CH3:1][C:2]1([CH3:10])[CH2:6][CH2:5][C:4]([CH3:8])([CH3:7])[CH:3]1[OH:9].[H-].[Na+].C1OCCOCCOCCOCCOCCOC1.CCOCC.S(O)(=O)(=O)C.[C:41]([NH:48][C:49]1([CH2:52]O)[CH2:51][CH2:50]1)([O:43][C:44]([CH3:47])([CH3:46])[CH3:45])=[O:42]>C(#N)C.O1CCCC1>[C:41]([NH:48][C:49]1([CH2:52][O:9][CH:3]2[C:4]([CH3:8])([CH3:7])[CH2:5][CH2:6][C:2]2([CH3:10])[CH3:1])[CH2:51][CH2:50]1)([O:43][C:44]([CH3:47])([CH3:46])[CH3:45])=[O:42] |f:1.2,3.4,5.6|. Reported procedure: 2,2,5,5-Tetramethyl-1-cyclopentanol is added to a dry flask under argon at 0° C. Dry tetrahydrofuran is added with a syringe. Sodium hydride (60% dispersion in oil) is added quickly in one portion and the contents of the flask are stirred for one hour at room temperature. A 10 mM solution of 18-crown-6- ether in acetonitrile is added with a syringe and the flask cooled to 0° C. A tetrahydrofuran solution of N-Boc-1-amino-1-hydroxymethylcyclopropane mesylate is added with vigorous stirring over a...